This data is from the Open Reaction Database (ORD), a public repository of structured organic reaction records. The task is: describe an organic reaction: reactants, conditions, products, and yield The yield is 69.0%. Procedure details: 4-Methoxy-6-trifluoromethylquinoline (5.0 g, 22.0 mmol) was dissolved in anhydrous tetrahydrofuran (20 mL). The mixture was cooled to -78 ° C., and methyl magnesium chloride (73 mL of a 3.0M solution in tetrahydrofuran, 220 mmol) was added to the resulting slurry. After addition, benzyl chloroformate (41 mL, 286 mmol) was added to the slurry. After stirring at room temperature overnight, 75 mL of methanol was added followed by 75 mL of a 1N aqueous HCl solution. After hydrolysis of the intermedi... As a reaction SMILES: C[O:2][C:3]1[C:12]2[C:7](=[CH:8][CH:9]=[C:10]([C:13]([F:16])([F:15])[F:14])[CH:11]=2)[N:6]=[CH:5][CH:4]=1.[CH3:17][Mg]Cl.Cl[C:21]([O:23][CH2:24][C:25]1[CH:30]=[CH:29][CH:28]=[CH:27][CH:26]=1)=[O:22].Cl>O1CCCC1.CO>[CH2:24]([O:23][C:21]([N:6]1[C:7]2[C:12](=[CH:11][C:10]([C:13]([F:16])([F:15])[F:14])=[CH:9][CH:8]=2)[C:3](=[O:2])[CH2:4][CH:5]1[CH3:17])=[O:22])[C:25]1[CH:30]=[CH:29][CH:28]=[CH:27][CH:26]=1. Starting materials: ClC(=O)OCC1=CC=CC=C1 (benzyl chloroformate), Cl (HCl), COC1=CC=NC2=CC=C(C=C12)C(F)(F)F (4-Methoxy-6-trifluoromethylquinoline), C[Mg]Cl (methyl magnesium chloride), solution, enol ether. Product: C(C1=CC=CC=C1)OC(=O)N1C(CC(C2=CC(=CC=C12)C(F)(F)F)=O)C (2-Methyl-4-oxo-6-trifluoromethyl-3,4-dihydro-2H-quinoline-1-carboxylic acid benzyl ester). Run in CO (methanol), O1CCCC1 (tetrahydrofuran), O1CCCC1 (tetrahydrofuran). Conditions: temperature -78 celsius, time 8 hour. Starting materials: C1CCOC1, CCn1ccc(Cl)c([N+](=O)[O-])c1=O, N. Product: CCn1ccc(N)c([N+](=O)[O-])c1=O. Reaction SMILES: [CH2:15]1[O:16][CH2:17][CH2:18][CH2:19]1.[Cl:1][c:2]1[c:3]([N+:11](=[O:12])[O-:13])[c:4](=[O:10])[n:5]([CH2:8][CH3:9])[cH:6][cH:7]1.[NH3:14]>>[c:2]1([NH2:14])[c:3]([N+:11](=[O:12])[O-:13])[c:4](=[O:10])[n:5]([CH2:8][CH3:9])[cH:6][cH:7]1.